Dataset: the Open Reaction Database (ORD), a public repository of structured organic reaction records. Task: describe an organic reaction: reactants, conditions, products, and yield The reactants are CC(C)=NO, O=[N+]([O-])c1ccc(F)cc1, [Na+], CN(C)C=O, [OH-]. Yields the product CC(C)=NOc1ccc([N+](=O)[O-])cc1. Reaction SMILES: [CH3:3][C:4]([CH3:5])=[N:6][OH:7].[F:8][c:9]1[cH:10][cH:11][c:12]([N+:15](=[O:16])[O-:17])[cH:13][cH:14]1.[Na+:2].[O:18]=[CH:19][N:20]([CH3:21])[CH3:22].[OH-:1]>>[CH3:3][C:4]([CH3:5])=[N:6][O:7][c:9]1[cH:10][cH:11][c:12]([N+:15](=[O:16])[O-:17])[cH:13][cH:14]1. The product is COc1ccc(-c2cnc(Nc3ccccc3)s2)cc1. Starting materials: COc1ccc(Nc2ncc(-c3ccc(OC)cc3)s2)cc1, CO, ClCCl, NC(=S)Nc1ccccc1. Reaction SMILES: [CH3:1][O:2][c:3]1[cH:4][cH:5][c:6]([NH:9][c:10]2[s:11][c:12](-[c:15]3[cH:16][cH:17][c:18]([O:21][CH3:22])[cH:19][cH:20]3)[cH:13][n:14]2)[cH:7][cH:8]1.[CH3:36][OH:37].[Cl:33][CH2:34][Cl:35].[c:23]1([NH:24][C:25]([NH2:26])=[S:27])[cH:28][cH:29][cH:30][cH:31][cH:32]1>>[cH:3]1[cH:4][cH:5][c:6]([NH:9][c:10]2[s:11][c:12](-[c:15]3[cH:16][cH:17][c:18]([O:21][CH3:22])[cH:19][cH:20]3)[cH:13][n:14]2)[cH:7][cH:8]1. Starting materials: O=C([O-])[O-], O=C([O-])O, CI, [K+], [K+], [Na+], O=C(CCc1ccc(Cl)cc1Cl)NC1CC(=O)c2ccccc2NC1=O, CN(C)C=O. The product is CN1C(=O)C(NC(=O)CCc2ccc(Cl)cc2Cl)CC(=O)c2ccccc21. Reaction SMILES: [C:27](=[O:28])([O-:29])[O-:30].[C:35](=[O:36])([OH:37])[O-:38].[I:33][CH3:34].[K+:31].[K+:32].[Na+:39].[O:1]=[C:2]1[CH:3]([NH:14][C:15]([CH2:16][CH2:17][c:18]2[c:19]([Cl:25])[cH:20][c:21]([Cl:24])[cH:22][cH:23]2)=[O:26])[CH2:4][C:5](=[O:13])[c:6]2[c:7]([cH:9][cH:10][cH:11][cH:12]2)[NH:8]1.[O:40]=[CH:41][N:42]([CH3:43])[CH3:44]>>[O:1]=[C:2]1[CH:3]([NH:14][C:15]([CH2:16][CH2:17][c:18]2[c:19]([Cl:25])[cH:20][c:21]([Cl:24])[cH:22][cH:23]2)=[O:26])[CH2:4][C:5](=[O:13])[c:6]2[c:7]([cH:9][cH:10][cH:11][cH:12]2)[N:8]1[CH3:27]. Yield: 95.4%. The solvent is CCOC(=O)C (EtOAc), O (Water). Product: N1=CC=C(C=C1)C(CC)=NO (1-(Pyridin-4-yl)propan-1-one oxime). Reaction conditions: time 30 minute. RXN SMILES: Cl.[NH2:2][OH:3].C([O-])(=O)C.[Na+].CO.[N:11]1[CH:16]=[CH:15][C:14]([C:17](=O)[CH2:18][CH3:19])=[CH:13][CH:12]=1>CCOC(C)=O.O>[N:11]1[CH:16]=[CH:15][C:14]([C:17](=[N:2][OH:3])[CH2:18][CH3:19])=[CH:13][CH:12]=1 |f:0.1,2.3|. Reactants: Cl.NO (Hydroxylamine hydrochloride), C(C)(=O)[O-].[Na+] (sodium acetate), CO (methanol), N1=CC=C(C=C1)C(CC)=O (1-(Pyridin-4-yl)propan-1-one). Procedure: Hydroxylamine hydrochloride (2.8 g, 40.7 mmol) and sodium acetate (3.3 g, 40.7 mmol) were added to 20 mL of methanol and the resulting white slurry was stirred at room temperature for 30 min. 1-(Pyridin-4-yl)propan-1-one (5.0 g, 37.0 mmol) was added and the mixture was stirred at room temperature for 20 hours. Water (50 mL) and EtOAc (50 mL) were added and the organic layer was separated. The aqueous layer was basified with solid sodium bicarbonate and extracted with additional EtOAc. The combin... Reactants: COCC(=O)Cl, CCN(C(C)C)C(C)C, COc1nn(-c2cccc(N)c2)c(=O)n(Cc2ccc(Cl)cc2)c1=O, [Na+], [Na+], O=C([O-])[O-], CN(C)C=O. The product is COCC(=O)Nc1cccc(-n2nc(OC)c(=O)n(Cc3ccc(Cl)cc3)c2=O)c1. Reaction SMILES: [CH3:40][O:41][CH2:42][C:43](=[O:44])[Cl:45].[CH:31]([N:32]([CH:33]([CH3:34])[CH3:35])[CH2:36][CH3:37])([CH3:38])[CH3:39].[NH2:1][c:2]1[cH:3][c:4](-[n:8]2[n:9][c:10]([O:24][CH3:25])[c:11](=[O:23])[n:12]([CH2:15][c:16]3[cH:17][cH:18][c:19]([Cl:22])[cH:20][cH:21]3)[c:13]2=[O:14])[cH:5][cH:6][cH:7]1.[Na+:46].[Na+:47].[O-:48][C:49](=[O:50])[O-:51].[O:26]=[CH:27][N:28]([CH3:29])[CH3:30]>>[NH:1]([c:2]1[cH:3][c:4](-[n:8]2[n:9][c:10]([O:24][CH3:25])[c:11](=[O:23])[n:12]([CH2:15][c:16]3[cH:17][cH:18][c:19]([Cl:22])[cH:20][cH:21]3)[c:13]2=[O:14])[cH:5][cH:6][cH:7]1)[C:43]([CH2:42][O:41][CH3:40])=[O:44]. The reactants are CC(CO)NC(=O)OC(C)(C)C, ClCCl, CCOC(C)=O, [Na+], O=S([O-])O. Yields the product CC(C=O)NC(=O)OC(C)(C)C. Reaction SMILES: [C:1]([CH3:2])([CH3:3])([CH3:4])[O:5][C:6](=[O:7])[NH:8][CH:9]([CH2:10][OH:11])[CH3:12].[CH2:18]([Cl:19])[Cl:20].[CH3:21][CH2:22][O:23][C:24](=[O:25])[CH3:26].[Na+:17].[S:13](=[O:14])([OH:15])[O-:16]>>[C:1]([CH3:2])([CH3:3])([CH3:4])[O:5][C:6](=[O:7])[NH:8][CH:9]([CH:10]=[O:11])[CH3:12]. Reactants: BrC1=NNC2=C1N=C(C=1C=C(C=CC21)I)C2=C(C=CC=C2F)F (3-bromo-5-(2,6-difluorophenyl)-7-iodo-1H-pyrazolo[4,3-c]isoquinoline), CCOC(=O)C (AcOEt). Solvent: CN(C)C=O (DMF), [F-].[K+] (KF). Reaction conditions: temperature 100 celsius, time 30 minute. The product is BrC1=NNC2=C1N=C(C=1C=C(C=CC21)C=C)C2=C(C=CC=C2F)F (3-bromo-5-(2,6-difluorophenyl)-7-vinyl-1H-pyrazolo[4,3-c]isoquinoline). RXN SMILES: [Br:1][C:2]1[C:6]2[N:7]=[C:8]([C:16]3[C:21]([F:22])=[CH:20][CH:19]=[CH:18][C:17]=3[F:23])[C:9]3[CH:10]=[C:11](I)[CH:12]=[CH:13][C:14]=3[C:5]=2[NH:4][N:3]=1.[CH3:24][CH2:25]OC(C)=O>CN(C=O)C.[F-].[K+]>[Br:1][C:2]1[C:6]2[N:7]=[C:8]([C:16]3[C:21]([F:22])=[CH:20][CH:19]=[CH:18][C:17]=3[F:23])[C:9]3[CH:10]=[C:11]([CH:24]=[CH2:25])[CH:12]=[CH:13][C:14]=3[C:5]=2[NH:4][N:3]=1 |f:3.4|. Procedure details: A 250 ml round-bottomed flask equipped with a magnetic stirrer and with a septum having a top-mounted argon intake is charged with 2.22 g of 3-bromo-5-(2,6-difluorophenyl)-7-iodo-1H-pyrazolo[4,3-c]isoquinoline in 11 ml of DMF. After argon has been bubbled through the mixture for 10 min, 1.47 ml of tributylvinylstannane and 481 mg of bis(triphenylphosphene)palladium(II) dichloride are added. The mixture is heated at 100° C. for 1 h and then after cooling is evaporated to dryness under vacuum. Thi... Reaction SMILES: [CH3:31][CH2:32][O:33][C:34]([CH3:35])=[O:36].[NH2:1][c:2]1[cH:3][cH:4][c:5](-[c:8]2[c:9]3[c:13]([cH:14][cH:15][cH:16]2)[C:12](=[O:17])[NH:11][CH2:10]3)[cH:6][cH:7]1.[NH2:21][c:22]1[cH:23][c:24]([C:27]([CH3:28])([CH3:29])[CH3:30])[n:25][nH:26]1.[Na+:19].[OH-:18].[OH2:20]>>[NH:1]([c:2]1[cH:3][cH:4][c:5](-[c:8]2[c:9]3[c:13]([cH:14][cH:15][cH:16]2)[C:12](=[O:17])[NH:11][CH2:10]3)[cH:6][cH:7]1)[C:32]([NH:21][c:22]1[cH:23][c:24]([C:27]([CH3:28])([CH3:29])[CH3:30])[n:25][nH:26]1)=[O:33]. The product is CC(C)(C)c1cc(NC(=O)Nc2ccc(-c3cccc4c3CNC4=O)cc2)[nH]n1. The reactants are CCOC(C)=O, Nc1ccc(-c2cccc3c2CNC3=O)cc1, CC(C)(C)c1cc(N)[nH]n1, [Na+], [OH-], O.